describe an organic reaction: reactants, conditions, products, and yield From a dataset of the Open Reaction Database (ORD), a public repository of structured organic reaction records. Reactants: ClC=1C(=C2C(=NC1)N(C(=C2)C=2C=NN(C2)C2CCN(CC2)C(=O)OC(C)(C)C)S(=O)(=O)C2=CC=C(C)C=C2)C2=CN=C(S2)C2(CCC2)O (tert-butyl 4-(4-(5-chloro-4-(2-(1-hydroxycyclobutyl)thiazol-5-yl)-1-tosyl-1H-pyrrolo[2,3-b]pyridin-2-yl)-1H-pyrazol-1-yl)piperidine-1-carboxylate), FC(C(=O)O)(F)F (trifluoroacetic acid). Run in ClCCl (dichloromethane). Reaction conditions: time 1 hour. Product: ClC=1C(=C2C(=NC1)N(C(=C2)C=2C=NN(C2)C2CCNCC2)S(=O)(=O)C2=CC=C(C)C=C2)C2=CN=C(S2)C2(CCC2)O (1-(5-(5-chloro-2-(1-(piperidin-4-yl)-1H-pyrazol-4-yl)-1-tosyl-1H-pyrrolo[2,3-b]pyridin-4-yl)thiazol-2-yl)cyclobutanol). As a reaction SMILES: [Cl:1][C:2]1[C:3]([C:39]2[S:43][C:42]([C:44]3([OH:48])[CH2:47][CH2:46][CH2:45]3)=[N:41][CH:40]=2)=[C:4]2[CH:10]=[C:9]([C:11]3[CH:12]=[N:13][N:14]([CH:16]4[CH2:21][CH2:20][N:19](C(OC(C)(C)C)=O)[CH2:18][CH2:17]4)[CH:15]=3)[N:8]([S:29]([C:32]3[CH:38]=[CH:37][C:35]([CH3:36])=[CH:34][CH:33]=3)(=[O:31])=[O:30])[C:5]2=[N:6][CH:7]=1.FC(F)(F)C(O)=O>ClCCl>[Cl:1][C:2]1[C:3]([C:39]2[S:43][C:42]([C:44]3([OH:48])[CH2:45][CH2:46][CH2:47]3)=[N:41][CH:40]=2)=[C:4]2[CH:10]=[C:9]([C:11]3[CH:12]=[N:13][N:14]([CH:16]4[CH2:21][CH2:20][NH:19][CH2:18][CH2:17]4)[CH:15]=3)[N:8]([S:29]([C:32]3[CH:33]=[CH:34][C:35]([CH3:36])=[CH:37][CH:38]=3)(=[O:31])=[O:30])[C:5]2=[N:6][CH:7]=1. Procedure details: To a solution of tert-butyl 4-(4-(5-chloro-4-(2-(1-hydroxycyclobutyl)thiazol-5-yl)-1-tosyl-1H-pyrrolo[2,3-b]pyridin-2-yl)-1H-pyrazol-1-yl)piperidine-1-carboxylate (Example 50A) (120 mg, 0.169 mmol) in dichloromethane (846 μl) was added trifluoroacetic acid (652 μl, 8.46 mmol). The reaction was stirred for 1 hour and was then concentrated to dryness. The residue was partitioned between ethyl acetate (5 mL) and saturated aqueous bicarbonate solution (1 mL). The organic layer was dried with anhydro... Reactants: O=C1CC(NCCc2ccccc2)c2ccccc21, CBr, [Cl-], [Mg], [NH4+], C1CCOC1. Yields the product CC1(O)CC(NCCc2ccccc2)c2ccccc21. RXN SMILES: [CH2:4]([c:5]1[cH:6][cH:7][cH:8][cH:9][cH:10]1)[CH2:11][NH:12][CH:13]1[CH2:14][C:15](=[O:22])[c:16]2[cH:17][cH:18][cH:19][cH:20][c:21]21.[CH3:1][Br:2].[Cl-:23].[Mg:3].[NH4+:24].[O:25]1[CH2:26][CH2:27][CH2:28][CH2:29]1>>[CH3:1][C:15]1([OH:22])[CH2:14][CH:13]([NH:12][CH2:11][CH2:4][c:5]2[cH:6][cH:7][cH:8][cH:9][cH:10]2)[c:21]2[c:16]1[cH:17][cH:18][cH:19][cH:20]2.